From a dataset of the Open Reaction Database (ORD), a public repository of structured organic reaction records. describe an organic reaction: reactants, conditions, products, and yield The reactants are O=c1[nH]c(SCc2ccccc2)nc2c1NCN2C(c1ccccc1)(c1ccccc1)c1ccccc1, CI, [Na+], C1CCOC1, [OH-]. Yields the product Cn1c(SCc2ccccc2)nc2c(c1=O)NCN2C(c1ccccc1)(c1ccccc1)c1ccccc1. Reaction SMILES: [CH2:1]([c:2]1[cH:3][cH:4][cH:5][cH:6][cH:7]1)[S:8][c:9]1[nH:10][c:11](=[O:37])[c:12]2[c:16]([n:17]1)[N:15]([C:18]([c:19]1[cH:20][cH:21][cH:22][cH:23][cH:24]1)([c:25]1[cH:26][cH:27][cH:28][cH:29][cH:30]1)[c:31]1[cH:32][cH:33][cH:34][cH:35][cH:36]1)[CH2:14][NH:13]2.[CH3:40][I:41].[Na+:39].[O:42]1[CH2:43][CH2:44][CH2:45][CH2:46]1.[OH-:38]>>[CH2:1]([c:2]1[cH:3][cH:4][cH:5][cH:6][cH:7]1)[S:8][c:9]1[n:10]([CH3:40])[c:11](=[O:37])[c:12]2[c:16]([n:17]1)[N:15]([C:18]([c:19]1[cH:20][cH:21][cH:22][cH:23][cH:24]1)([c:25]1[cH:26][cH:27][cH:28][cH:29][cH:30]1)[c:31]1[cH:32][cH:33][cH:34][cH:35][cH:36]1)[CH2:14][NH:13]2.